From a dataset of the Open Reaction Database (ORD), a public repository of structured organic reaction records. describe an organic reaction: reactants, conditions, products, and yield The reactants are Cc1cccc2sc(C3=CC(C)N(C(=O)OC(C)(C)C)CC3)nc12, ClCCl, [Na+], [OH-], O=C(O)C(F)(F)F. Product: Cc1cccc2sc(C3=CC(C)NCC3)nc12. RXN SMILES: [C:1]([O:2][C:3](=[O:4])[N:8]1[CH:9]([CH3:24])[CH:10]=[C:11]([c:14]2[s:15][c:16]3[c:17]([n:18]2)[c:19]([CH3:23])[cH:20][cH:21][cH:22]3)[CH2:12][CH2:13]1)([CH3:5])([CH3:6])[CH3:7].[Cl:32][CH2:33][Cl:34].[Na+:36].[OH-:35].[OH:25][C:26]([C:27]([F:28])([F:29])[F:30])=[O:31]>>[NH:8]1[CH:9]([CH3:24])[CH:10]=[C:11]([c:14]2[s:15][c:16]3[c:17]([n:18]2)[c:19]([CH3:23])[cH:20][cH:21][cH:22]3)[CH2:12][CH2:13]1. Starting materials: CC#N, O=C(O)CCCC=CCC1C(Cl)CCN1CCCC(O)C1(CC2CC2)CCC1, Cl. Product: COC(=O)CCCC=CCC1C(Cl)CCN1CCCC(O)C1(CC2CC2)CCC1. Reaction SMILES: [CH3:30][C:31]#[N:32].[Cl:1][CH:2]1[CH:3]([CH2:20][CH:21]=[CH:22][CH2:23][CH2:24][CH2:25][C:26](=[O:27])[OH:28])[N:4]([CH2:7][CH2:8][CH2:9][CH:10]([OH:11])[C:12]2([CH2:16][CH:17]3[CH2:18][CH2:19]3)[CH2:13][CH2:14][CH2:15]2)[CH2:5][CH2:6]1.[ClH:29]>>[Cl:1][CH:2]1[CH:3]([CH2:20][CH:21]=[CH:22][CH2:23][CH2:24][CH2:25][C:26](=[O:27])[O:28][CH3:30])[N:4]([CH2:7][CH2:8][CH2:9][CH:10]([OH:11])[C:12]2([CH2:16][CH:17]3[CH2:18][CH2:19]3)[CH2:13][CH2:14][CH2:15]2)[CH2:5][CH2:6]1. Reactants: amine, C(C(C)(C)C)(=O)Cl (pivaloyl chloride), COC(CC1=CC(=CC(=C1)Cl)OC1=C(C=C(C=C1)N)CSC(C)(C)C)=O ([3-(4-amino-2-tert-butylsulfanylmethyl-phenoxy)-5-chloro-phenyl]-acetic acid methyl ester), COC(CC1=CC(=CC(=C1)Cl)OC1=C(C=C(C=C1)[N+](=O)[O-])CBr)=O ([3-(2-bromomethyl-4-nitro-phenoxy)-5-chloro-phenyl]-acetic acid methyl ester), CC(C)(C)S (2-methyl-2-propanethiol). Product: COC(CC1=CC(=CC(=C1)Cl)OC1=C(C=C(C=C1)[N+](=O)[O-])CSC(C)(C)C)=O ([3-(2-tert-Butylsulfanylmethyl-4-nitro-phenoxy)-5-chloro-phenyl]-acetic acid methyl ester), COC(CC1=CC(=CC(=C1)Cl)OC1=C(C=C(C=C1)NC(C(C)(C)C)=O)CSC(C)(C)C)=O ({3-[2-tert-butylsulfanylmethyl-4-(2,2-dimethyl-propionylamino)-phenoxy]-5-chloro-phenyl}-acetic acid methyl ester). As a reaction SMILES: [CH3:1][O:2][C:3](=[O:24])[CH2:4][C:5]1[CH:10]=[C:9]([Cl:11])[CH:8]=[C:7]([O:12][C:13]2[CH:18]=[CH:17][C:16]([N+:19]([O-:21])=[O:20])=[CH:15][C:14]=2[CH2:22]Br)[CH:6]=1.[CH3:25][C:26]([SH:29])([CH3:28])[CH3:27].[CH3:30][O:31][C:32](=[O:55])[CH2:33][C:34]1[CH:39]=[C:38]([Cl:40])[CH:37]=[C:36]([O:41][C:42]2[CH:47]=[CH:46][C:45]([NH2:48])=[CH:44][C:43]=2[CH2:49][S:50][C:51]([CH3:54])([CH3:53])[CH3:52])[CH:35]=1.[C:56](Cl)(=[O:61])[C:57]([CH3:60])([CH3:59])[CH3:58]>>[CH3:1][O:2][C:3](=[O:24])[CH2:4][C:5]1[CH:10]=[C:9]([Cl:11])[CH:8]=[C:7]([O:12][C:13]2[CH:18]=[CH:17][C:16]([N+:19]([O-:21])=[O:20])=[CH:15][C:14]=2[CH2:22][S:29][C:26]([CH3:28])([CH3:27])[CH3:25])[CH:6]=1.[CH3:30][O:31][C:32](=[O:55])[CH2:33][C:34]1[CH:39]=[C:38]([Cl:40])[CH:37]=[C:36]([O:41][C:42]2[CH:47]=[CH:46][C:45]([NH:48][C:56](=[O:61])[C:57]([CH3:60])([CH3:59])[CH3:58])=[CH:44][C:43]=2[CH2:49][S:50][C:51]([CH3:52])([CH3:54])[CH3:53])[CH:35]=1. Procedure details: [3-(2-tert-Butylsulfanylmethyl-4-nitro-phenoxy)-5-chloro-phenyl]-acetic acid methyl ester was prepared according to the procedure described in Example 21, Step 8, using [3-(2-bromomethyl-4-nitro-phenoxy)-5-chloro-phenyl]-acetic acid methyl ester and 2-methyl-2-propanethiol, which was reduced to [3-(4-amino-2-tert-butylsulfanylmethyl-phenoxy)-5-chloro-phenyl]-acetic acid methyl ester as described in Example 21, Step 9. The amine was treated with pivaloyl chloride as described in Example 21, Step ... Starting materials: NC=1C=C2CCC(N(C2=CC1)CCN(C)C)=O (6-amino-1-(2-(dimethylamino)ethyl)-3,4-dihydroquinolin-2(1H)-one), [H-].[H-].[H-].[H-].[Li+].[Al+3] (LiAlH4), [O-]S(=O)(=O)[O-].[Na+].[Na+] (Na2SO4), [OH-].[Na+] (NaOH). Solvent: C1CCOC1 (THF), C1CCOC1 (THF). Conditions: time 1 day. Yields the product CN(CCN1CCCC2=CC(=CC=C12)N)C (1-(2-(dimethylamino)ethyl)-1,2,3,4-tetrahydroquinolin-6-amine). Yield: 76.1%. Reaction SMILES: [NH2:1][C:2]1[CH:3]=[C:4]2[C:9](=[CH:10][CH:11]=1)[N:8]([CH2:12][CH2:13][N:14]([CH3:16])[CH3:15])[C:7](=O)[CH2:6][CH2:5]2.[H-].[H-].[H-].[H-].[Li+].[Al+3].[OH-].[Na+].[O-]S([O-])(=O)=O.[Na+].[Na+]>C1COCC1>[CH3:15][N:14]([CH3:16])[CH2:13][CH2:12][N:8]1[C:9]2[C:4](=[CH:3][C:2]([NH2:1])=[CH:11][CH:10]=2)[CH2:5][CH2:6][CH2:7]1 |f:1.2.3.4.5.6,7.8,9.10.11|. Procedure: A solution of 6-amino-1-(2-(dimethylamino)ethyl)-3,4-dihydroquinolin-2(1H)-one (1.3 g, 5.57 mmol) in 10 mL anhydrous THF was added dropwise to a cooled suspension of 1M LiAlH4 in THF (22.3 mL, 22.3 mmol). The suspension was stirred at room temperature for 1 day. After this time, the mixture was cooled to 0° C. and treated with 5 mL 1N NaOH dropwise with rapid stirring. After stirring for 30 minutes, the suspension was treated with Na2SO4 and filtered. The filter cake was rinsed with 10% 2M NH3 i... Starting materials: C1CCOC1, CCOCC, Cl, Oc1ccc(F)cc1, CCOC(=O)N=NC(=O)OCC, OC1CC2CN(Cc3ccccc3)CCN2C1, c1ccc(P(c2ccccc2)c2ccccc2)cc1. Yields the product Fc1ccc(OC2CC3CN(Cc4ccccc4)CCN3C2)cc1. Reaction SMILES: [CH2:58]1[O:59][CH2:60][CH2:61][CH2:62]1.[CH3:63][CH2:64][O:65][CH2:66][CH3:67].[ClH:57].[F:18][c:19]1[cH:20][cH:21][c:22]([OH:25])[cH:23][cH:24]1.[O:45]=[C:46]([O:47][CH2:48][CH3:49])[N:50]=[N:51][C:52]([O:53][CH2:54][CH3:55])=[O:56].[OH:1][CH:2]1[CH2:3][CH:4]2[N:5]([CH2:6][CH2:7][N:8]([CH2:10][c:11]3[cH:12][cH:13][cH:14][cH:15][cH:16]3)[CH2:9]2)[CH2:17]1.[c:26]1([P:27]([c:28]2[cH:29][cH:30][cH:31][cH:32][cH:33]2)[c:34]2[cH:35][cH:36][cH:37][cH:38][cH:39]2)[cH:40][cH:41][cH:42][cH:43][cH:44]1>>[O:1]([CH:2]1[CH2:3][CH:4]2[N:5]([CH2:6][CH2:7][N:8]([CH2:10][c:11]3[cH:12][cH:13][cH:14][cH:15][cH:16]3)[CH2:9]2)[CH2:17]1)[c:22]1[cH:21][cH:20][c:19]([F:18])[cH:24][cH:23]1. Reported procedure: A mixture of 3-(1-hydroxycyclopropyl)-2-(tetrahydro-2H-pyran-2-yloxy)propyl methanesulfonate (1.3 g, 4.63 mmol) and NaH (0.15 g, 6 mmol, Aldrich) in 20 mL of THF was stirred at rt for 4 hrs. The reaction mixture was quenched with 5 mL of methanol. The mixture was diluted with 10 mL of water and extracted with ethyl acetate (30 mL×3). The combined organic phases were dried over Na2SO4 and concentrated in vacuo. The residue was purified by a silica gel column chromatography (1:10 (v/v) EtOAc/petro... Starting materials: CS(=O)(=O)OCC(CC1(CC1)O)OC1OCCCC1 (3-(1-hydroxycyclopropyl)-2-(tetrahydro-2H-pyran-2-yloxy)propyl methanesulfonate), [H-].[Na+] (NaH). Solvent: C1CCOC1 (THF). The yield is 41.4%. RXN SMILES: CS(O[CH2:6][CH:7]([O:13][CH:14]1[CH2:19][CH2:18][CH2:17][CH2:16][O:15]1)[CH2:8][C:9]1([OH:12])[CH2:11][CH2:10]1)(=O)=O.[H-].[Na+]>C1COCC1>[O:15]1[CH2:16][CH2:17][CH2:18][CH2:19][CH:14]1[O:13][CH:7]1[CH2:8][C:9]2([CH2:11][CH2:10]2)[O:12][CH2:6]1 |f:1.2|. Yields the product O1C(CCCC1)OC1COC2(CC2)C1 (6-(tetrahydro-2H-pyran-2-yloxy)-4-oxaspiro[2.4]heptane). Reaction conditions: time 4 hour. Run in C(Cl)Cl (CH2Cl2). Reagents/catalysts: O=[Mn]=O (MnO2). As a reaction SMILES: [OH:1][CH2:2][C:3]1[C:8]2[S:9][C:10]([C:12]3[CH:17]=[CH:16][CH:15]=[CH:14][CH:13]=3)=[CH:11][C:7]=2[CH:6]=[CH:5][CH:4]=1>C(Cl)Cl.O=[Mn]=O>[C:12]1([C:10]2[S:9][C:8]3[C:3]([CH:2]=[O:1])=[CH:4][CH:5]=[CH:6][C:7]=3[CH:11]=2)[CH:13]=[CH:14][CH:15]=[CH:16][CH:17]=1. The reactants are OCC1=CC=CC2=C1SC(=C2)C2=CC=CC=C2 (7-Hydroxymethyl-2-phenylbenzo [b]thiophene). Procedure details: 20 mmol of the compound from Example VII are boiled overnight with 100 mg of MnO2 in 800 ml of CH2Cl2, the mixture is filtered with suction over kieselguhr and the filtrate is concentrated. Product: C1(=CC=CC=C1)C1=CC2=C(S1)C(=CC=C2)C=O (2-Phenyl-7-benzo [b]thiophenecarboxaldehyde). Reactants: C(C)OC(=O)C1(CC1)C1=CC=C(C=C1)C1=CC=C(C=C1)C1=C(C(=NO1)C)NC1=NC(=CC=C1)C#N (1-{4′-[4-(6-Cyano-pyridin-2-ylamino)-3-methyl-isoxazol-5-yl]-biphenyl-4-yl}-cyclopropanecarboxylic acid ethyl ester), N(=[N+]=[N-])[Sn](CCCC)(CCCC)CCCC (azidotributyltin(IV)). The solvent is C1=CC(=CC=C1Cl)Cl (dichlorobenzene). Conditions: temperature 110 celsius. Yields the product C(C)OC(=O)C1(CC1)C1=CC=C(C=C1)C1=CC=C(C=C1)C1=C(C(=NO1)C)NC1=NC(=CC=C1)C=1N=NNN1 (1-(4′-{3-Methyl-4-[6-(2H-tetrazol-5-yl)-pyridin-2-ylamino]-isoxazol-5-yl}-biphenyl-4-yl)-cyclopropanecarboxylic acid ethyl ester). RXN SMILES: [CH2:1]([O:3][C:4]([C:6]1([C:9]2[CH:14]=[CH:13][C:12]([C:15]3[CH:20]=[CH:19][C:18]([C:21]4[O:25][N:24]=[C:23]([CH3:26])[C:22]=4[NH:27][C:28]4[CH:33]=[CH:32][CH:31]=[C:30]([C:34]#[N:35])[N:29]=4)=[CH:17][CH:16]=3)=[CH:11][CH:10]=2)[CH2:8][CH2:7]1)=[O:5])[CH3:2].[N:36]([Sn](CCCC)(CCCC)CCCC)=[N+:37]=[N-:38]>C1C(Cl)=CC=C(Cl)C=1>[CH2:1]([O:3][C:4]([C:6]1([C:9]2[CH:10]=[CH:11][C:12]([C:15]3[CH:20]=[CH:19][C:18]([C:21]4[O:25][N:24]=[C:23]([CH3:26])[C:22]=4[NH:27][C:28]4[CH:33]=[CH:32][CH:31]=[C:30]([C:34]5[N:36]=[N:37][NH:38][N:35]=5)[N:29]=4)=[CH:17][CH:16]=3)=[CH:13][CH:14]=2)[CH2:8][CH2:7]1)=[O:5])[CH3:2]. Procedure details: 1-{4′-[4-(6-Cyano-pyridin-2-ylamino)-3-methyl-isoxazol-5-yl]-biphenyl-4-yl}-cyclopropanecarboxylic acid ethyl ester (0.046 g, 0.1 mmol) and azidotributyltin(IV) (0.0996 g, 0.3 mmol) were dissolved in dichlorobenzene (1 mL) and heated to 110° C. for 14 hours. After cooling the reaction mixture was directly purified by silica gel chromatography to afford the title compound.